This data is from the Open Reaction Database (ORD), a public repository of structured organic reaction records. The task is: describe an organic reaction: reactants, conditions, products, and yield Starting materials: [N+](=O)([O-])C1=C2C=CN=CC2=CC=C1 (5-nitroisoquinoline), COS(=O)(=O)OC (dimethylsulfate), C(C)(=O)OC(C)=O (acetic anhydride). Run in CN(C=O)C (dimethylformamide). Conditions: temperature 90 celsius, time 15.5 hour. Yields the product CN1CC2=CC=CC(=C2CC1)NC(C)=O (N-(1,2,3,4-tetrahydro-2-methyl-5-isoquinolinyl)-acetamide). Isolated yield 26.0%. RXN SMILES: [N+:1]([C:4]1[CH:13]=[CH:12][CH:11]=[C:10]2[C:5]=1[CH:6]=[CH:7][N:8]=[CH:9]2)([O-])=O.[CH3:14]OS(OC)(=O)=O.[C:21](OC(=O)C)(=[O:23])[CH3:22]>CN(C)C=O>[CH3:14][N:8]1[CH2:7][CH2:6][C:5]2[C:10](=[CH:11][CH:12]=[CH:13][C:4]=2[NH:1][C:21](=[O:23])[CH3:22])[CH2:9]1. Reported procedure: A solution of 5-nitroisoquinoline (200 g, 1.15 mol) in 1000 mL of dimethylformamide was treated with dimethylsulfate (160 g, 1.27 mol), and the resulting solution was heated to 90° C. until no starting material remained. The reaction mixture was cooled and concentrated. The residue was dissolved in 1500 mL of methanol and hydrogenated over PtO2 (1.0 g) at 52 psi for 15.5 hours. The reaction mixture was then concentrated and the residue dissolved in CHCl3 (1000 mL) and washed with aqueous 1N NaOH... The reactants are O=Cc1cc(Br)cc(F)c1O, [Na+], [Na+], [Na+], [OH-], OO, O=S([O-])([O-])=S. Product: Oc1cc(Br)cc(F)c1O. As a reaction SMILES: [Br:3][c:4]1[cH:5][c:6]([F:13])[c:7]([OH:12])[c:8]([CH:9]=[O:10])[cH:11]1.[Na+:21].[Na+:22].[Na+:2].[OH-:1].[OH:14][OH:15].[S:16]([O-:17])([O-:18])(=[O:19])=[S:20]>>[OH:1][c:8]1[c:7]([OH:12])[c:6]([F:13])[cH:5][c:4]([Br:3])[cH:11]1. Run in CN(C)C=O (DMF). Procedure: To a solution of 3-[(diphenylmethylene)amino]dihydrofuran-2(3H)-one (1 g, 3.8 mmol) in DMF (10 mL) cooled to 0° C. was added NaHMDS (4.7 mL, 4.7 mmol, 1M THF) via serynge slowly. The resulting bright orange solution was stirred at 0° C. for 2 min at which point benzyl bromide (0.47 mL, 4 mmol) was addedvia serynge. After 5 min stirring at 0° C., the reaction was quenched with water, extracted with EtOAc, washed with aqueous LiCl, dried over sodium sulfate, concentrated in vacuo, and purified by ... As a reaction SMILES: [C:1]1([C:7](=[N:14][CH:15]2[CH2:19][CH2:18][O:17][C:16]2=[O:20])[C:8]2[CH:13]=[CH:12][CH:11]=[CH:10][CH:9]=2)[CH:6]=[CH:5][CH:4]=[CH:3][CH:2]=1.C[Si]([N-][Si](C)(C)C)(C)C.[Na+].[CH2:31](Br)[C:32]1[CH:37]=[CH:36][CH:35]=[CH:34][CH:33]=1>CN(C=O)C>[CH2:31]([C:15]1([N:14]=[C:7]([C:8]2[CH:13]=[CH:12][CH:11]=[CH:10][CH:9]=2)[C:1]2[CH:6]=[CH:5][CH:4]=[CH:3][CH:2]=2)[CH2:19][CH2:18][O:17][C:16]1=[O:20])[C:32]1[CH:37]=[CH:36][CH:35]=[CH:34][CH:33]=1 |f:1.2|. The reactants are C[Si](C)(C)[N-][Si](C)(C)C.[Na+] (NaHMDS), C1(=CC=CC=C1)C(C1=CC=CC=C1)=NC1C(OCC1)=O (3-[(diphenylmethylene)amino]dihydrofuran-2(3H)-one), C(C1=CC=CC=C1)Br (benzyl bromide). Conditions: temperature 0 celsius, time 5 minute. Product: C(C1=CC=CC=C1)C1(C(OCC1)=O)N=C(C1=CC=CC=C1)C1=CC=CC=C1 (3-benzyl-3-[(diphenylmethylene)amino]dihydrofuran-2(3H)-one). Reactants: C(C)OC=1C=CC(=C(C1)C1=CC(=NC(=C1)C(C)C)C#N)F (4-(5-ethoxy-2-fluoro-phenyl)-6-isopropyl-pyridine-2-carbonitrile), O1CCOCC1 (dioxan), CO (methanol). Solvent: Cl (HCl). Yields the product C(C)OC=1C=CC(=C(C1)C1=CC(=NC(=C1)C(C)C)C(=O)OC)F (Methyl 4-(5-ethoxy-2-fluoro-phenyl)-6-isopropyl-pyridine-2-carboxylate). RXN SMILES: [CH2:1]([O:3][C:4]1[CH:5]=[CH:6][C:7]([F:21])=[C:8]([C:10]2[CH:15]=[C:14]([CH:16]([CH3:18])[CH3:17])[N:13]=[C:12]([C:19]#N)[CH:11]=2)[CH:9]=1)[CH3:2].[O:22]1CCOC[CH2:23]1.C[OH:29]>Cl>[CH2:1]([O:3][C:4]1[CH:5]=[CH:6][C:7]([F:21])=[C:8]([C:10]2[CH:15]=[C:14]([CH:16]([CH3:18])[CH3:17])[N:13]=[C:12]([C:19]([O:22][CH3:23])=[O:29])[CH:11]=2)[CH:9]=1)[CH3:2]. Reported procedure: A mixture of 4-(5-ethoxy-2-fluoro-phenyl)-6-isopropyl-pyridine-2-carbonitrile (which may be prepared as described in Description 114) (1.09 g, 3.8 mmol) in 4M HCl in dioxan (12 mL, 48 mmol) and methanol (12 mL) was heated to reflux under nitrogen overnight. The solvents were evaporated and ethyl acetate (150 ml) and NaHCO3 solution (150 ml) were added. The product was extracted into ethyl acetate (3 x) and the extracts were dried (Na2SO4) and concentrated. Chromatography (0-10% diethyl ether in ... Starting materials: C(C)(SC(CO[Si](C)(C)C(C)(C)C)CN1C=C2N(C(N(C(C2=C1C1=CC=CC=C1)=O)C)=O)C)=O (S-(1-((tert-Butyldimethylsilyl)oxy)-3-(1,3-dimethyl-2,4-dioxo-5-phenyl-3,4-dihydro-1H-pyrrolo[3,4-d]pyrimidin-6(2H)-yl)propan-2-yl) ethanethioate), [BH4-].[Na+] (sodium borohydride), C(=O)(C(F)(F)F)O (TFA). The solvent is CCO (EtOH), O (water), C(Cl)Cl (DCM). Reaction conditions: time 8 hour. The product is OCC(CN1C=C2N(C(N(C(C2=C1C1=CC=CC=C1)=O)C)=O)C)S (6-(3-Hydroxy-2-mercaptopropyl)-1,3-dimethyl-5-phenyl-1H-pyrrolo[3,4-d]pyrimidine-2,4(3H,6H)-dione). As a reaction SMILES: C(=O)([S:3][CH:4]([CH2:14][N:15]1[C:23]([C:24]2[CH:29]=[CH:28][CH:27]=[CH:26][CH:25]=2)=[C:22]2[C:17]([N:18]([CH3:33])[C:19](=[O:32])[N:20]([CH3:31])[C:21]2=[O:30])=[CH:16]1)[CH2:5][O:6][Si](C(C)(C)C)(C)C)C.[BH4-].[Na+].C(O)(C(F)(F)F)=O>CCO.O.C(Cl)Cl>[OH:6][CH2:5][CH:4]([SH:3])[CH2:14][N:15]1[C:23]([C:24]2[CH:29]=[CH:28][CH:27]=[CH:26][CH:25]=2)=[C:22]2[C:17]([N:18]([CH3:33])[C:19](=[O:32])[N:20]([CH3:31])[C:21]2=[O:30])=[CH:16]1 |f:1.2|. Procedure: To a stirred solution of S-(1-((tert-butyldimethylsilyl)oxy)-3-(1,3-dimethyl-2,4-dioxo-5-phenyl-3,4-dihydro-1H-pyrrolo[3,4-d]pyrimidin-6(2H)-yl)propan-2-yl) ethanethioate (step 4) (1.62 g, 3.23 mmol) in EtOH (25 ml) was added sodium borohydride (0.61 g, 16.14 mmol) at 0° C. and the solution stirred overnight at RT. The reaction mixture was added slowly to TFA in water (20 ml, 50%). The resulting solid was removed by filtration and the filtrate was concentrated in vacuo to remove EtOH. The result...